Dataset: the Open Reaction Database (ORD), a public repository of structured organic reaction records. Task: describe an organic reaction: reactants, conditions, products, and yield Starting materials: [OH-].[Na+] (sodium hydroxide), CC=1C=CC=C2C(NC(=NC12)C=1C=C(C=CC(=O)OC(C)(C)C)C=CC1OCCC)=O (t-butyl 3-(8-methylquinazolin-4(3H)-on-2-yl)-4n-propoxycinnamate). Solvent: CO (methanol). Yields the product CC=1C=CC=C2C(NC(=NC12)C=1C=C(C=CC(=O)O)C=CC1OCCC)=O (3-(8-Methylquinazolin-4(3H)-on-2-yl)-4-n-propoxycinnamic acid). RXN SMILES: [OH-].[Na+].[CH3:3][C:4]1[CH:5]=[CH:6][CH:7]=[C:8]2[C:13]=1[N:12]=[C:11]([C:14]1[CH:15]=[C:16]([CH:26]=[CH:27][C:28]=1[O:29][CH2:30][CH2:31][CH3:32])[CH:17]=[CH:18][C:19]([O:21]C(C)(C)C)=[O:20])[NH:10][C:9]2=[O:33]>CO>[CH3:3][C:4]1[CH:5]=[CH:6][CH:7]=[C:8]2[C:13]=1[N:12]=[C:11]([C:14]1[CH:15]=[C:16]([CH:26]=[CH:27][C:28]=1[O:29][CH2:30][CH2:31][CH3:32])[CH:17]=[CH:18][C:19]([OH:21])=[O:20])[NH:10][C:9]2=[O:33] |f:0.1|. Reported procedure: 2N Aqueous sodium hydroxide solution (2.8 ml) was added to a stirred solution of t-butyl 3-(8-methylquinazolin-4(3H)-on-2-yl)-4n-propoxycinnamate (Example 10; 0.79 g, 0.0018 mol) in methanol (2.8 ml) and the resulting solution heated under reflux for 4 hours. The solvent was removed by evaporation under vacuum, the residue-dissolved in water (25 ml) and this solution washed with ethyl acetate (4×30 ml). The aqueous solution was acidified with 2N hydrochloric acid and then extracted with ethyl ac...